This data is from the Open Reaction Database (ORD), a public repository of structured organic reaction records. The task is: describe an organic reaction: reactants, conditions, products, and yield Reactants: CC(=O)OC(C)=O, O=C(C(F)(F)F)C(F)(F)F, F. Product: CC(=O)F, O=C(C(F)(F)F)C(F)(F)F. RXN SMILES: [CH3:12][C:13](=[O:14])[O:15][C:16](=[O:17])[CH3:18].[F:1][C:2]([F:3])([F:4])[C:5](=[O:6])[C:7]([F:8])([F:9])[F:10].[FH:11]>>[F:11][C:13]([CH3:12])=[O:14].[F:1][C:2]([F:3])([F:4])[C:5](=[O:6])[C:7]([F:8])([F:9])[F:10].